Dataset: the Open Reaction Database (ORD), a public repository of structured organic reaction records. Task: describe an organic reaction: reactants, conditions, products, and yield Starting materials: [BH4-], CO, ClCCl, CCOC(=O)CCn1c(C)cnc(NCC(F)(F)c2ccccc2)c1=O, [Na+], C1CCOC1, O. Product: Cc1cnc(NCC(F)(F)c2ccccc2)c(=O)n1CCCO. Reaction SMILES: [BH4-:29].[CH3:27][OH:28].[Cl:37][CH2:38][Cl:39].[F:1][C:2]([CH2:3][NH:4][c:5]1[c:6](=[O:19])[n:7]([CH2:12][CH2:13][C:14](=[O:15])[O:16][CH2:17][CH3:18])[c:8]([CH3:11])[cH:9][n:10]1)([c:20]1[cH:21][cH:22][cH:23][cH:24][cH:25]1)[F:26].[Na+:30].[O:31]1[CH2:32][CH2:33][CH2:34][CH2:35]1.[OH2:36]>>[F:1][C:2]([CH2:3][NH:4][c:5]1[c:6](=[O:19])[n:7]([CH2:12][CH2:13][CH2:14][OH:15])[c:8]([CH3:11])[cH:9][n:10]1)([c:20]1[cH:21][cH:22][cH:23][cH:24][cH:25]1)[F:26]. Reactants: cuprous iodide, FC=1C(=C(C=CC1)CC(=O)OCC)I (ethyl 2-(3-fluoro-2-iodophenyl)acetate), C(C)OC(C#C)(OCC)OCC (3,3,3-triethoxyprop-1-yne), TEA. Reagents/catalysts: Cl[Pd]([P](C1=CC=CC=C1)(C2=CC=CC=C2)C3=CC=CC=C3)([P](C4=CC=CC=C4)(C5=CC=CC=C5)C6=CC=CC=C6)Cl (Bis(triphenylphosphine)palladium(II) chloride). Run in C(C)#N (ACN). Conditions: temperature 60 celsius. The product is FC=1C(=C(C=CC1)CC(=O)OCC)C#CC(OCC)(OCC)OCC (ethyl 2-(3-fluoro-2-(3,3,3-triethoxyprop-1-ynyl)phenyl)acetate). The yield is 35.9%. RXN SMILES: [F:1][C:2]1[C:3](I)=[C:4]([CH2:8][C:9]([O:11][CH2:12][CH3:13])=[O:10])[CH:5]=[CH:6][CH:7]=1.[CH2:15]([O:17][C:18]([O:24][CH2:25][CH3:26])([O:21][CH2:22][CH3:23])[C:19]#[CH:20])[CH3:16]>Cl[Pd](Cl)([P](C1C=CC=CC=1)(C1C=CC=CC=1)C1C=CC=CC=1)[P](C1C=CC=CC=1)(C1C=CC=CC=1)C1C=CC=CC=1.C(#N)C>[F:1][C:2]1[C:3]([C:20]#[C:19][C:18]([O:21][CH2:22][CH3:23])([O:17][CH2:15][CH3:16])[O:24][CH2:25][CH3:26])=[C:4]([CH2:8][C:9]([O:11][CH2:12][CH3:13])=[O:10])[CH:5]=[CH:6][CH:7]=1 |^1:29,48|. Procedure: Bis(triphenylphosphine)palladium(II) chloride (456 mg, 0.649 mmol), cuprous iodide (371 mg, 1.95 mmol), and ethyl 2-(3-fluoro-2-iodophenyl)acetate (2.0 g, 6.49 mmol), were mixed in a 20 mL microwave tube. The tube was sealed, and ACN (12 mL) and TEA (6 mL) were added. The mixture was placed under argon atmosphere and 3,3,3-triethoxyprop-1-yne (1.68 g, 9.74 mmol) was added via syringe. The reaction was heated at 60° C. for 16 hours, cooled to room temperature, and concentrated under vacuum. The r... The reactants are O1C(=COC2=C1C=CC=C2)C(=O)O (1,4-benzodioxin-2-carboxylic acid), C(CCC)[Li] (n-Butyl lithium), solution, C(C)(C)NC(C)C (diisopropylamine), C(=O)=O (CO2). Run in C1CCOC1 (THF), CCCCCC (hexane), C1CCOC1 (THF). Run at time 0.25 hour. Product: O1C(=C(OC2=C1C=CC=C2)C(=O)O)C(=O)O (1,4-Benzodioxin-2,3-dicarboxylic acid). RXN SMILES: C([Li])CCC.C(NC(C)C)(C)C.[O:13]1[C:18]2[CH:19]=[CH:20][CH:21]=[CH:22][C:17]=2[O:16][CH:15]=[C:14]1[C:23]([OH:25])=[O:24].[C:26](=[O:28])=[O:27]>CCCCCC.C1COCC1>[O:13]1[C:18]2[CH:19]=[CH:20][CH:21]=[CH:22][C:17]=2[O:16][C:15]([C:26]([OH:28])=[O:27])=[C:14]1[C:23]([OH:25])=[O:24]. Procedure details: n-Butyl lithium (185 ml, of a 1.42M solution in hexane) was added to a solution of diisopropylamine (37.0 ml), in dry THF (300 ml) at -78° and the the solution was stirred for 0.25 h. A solution of 1,4-benzodioxin-2-carboxylic acid (23.40 g) in dry THF (400 ml) was then added over 0.5 h and the resulting solution was stirred at -78° for 1 h. The solution was then poured onto finely crushed CO2 and the mixture left to stand overnight. The mixture was evaporated and 2N-hydrochloric acid (250 ml) w... Reactants: C1CCOC1, CN, O=[N+]([O-])c1cc(S(=O)(=O)Cl)ccc1Cl, O. Yields the product CNS(=O)(=O)c1ccc(Cl)c([N+](=O)[O-])c1. Reaction SMILES: [CH2:18]1[O:19][CH2:20][CH2:21][CH2:22]1.[CH3:15][NH2:16].[Cl:1][c:2]1[c:3]([N+:12](=[O:13])[O-:14])[cH:4][c:5]([S:8](=[O:9])(=[O:10])[Cl:11])[cH:6][cH:7]1.[OH2:17]>>[Cl:1][c:2]1[c:3]([N+:12](=[O:13])[O-:14])[cH:4][c:5]([S:8](=[O:9])(=[O:10])[NH:16][CH3:15])[cH:6][cH:7]1. Starting materials: Cl.NCC1=CC=C(C=C1)N\C(\C1=CC=CC=C1)=C\1/C(NC2=CC=C(C=C12)[N+](=O)[O-])=O ((Z)-3-[1-(4-aminomethyl-phenylamino)-1-phenyl-methylidene]-5-nitro-2-indolinone-hydrochloride), C(CCC)=O (butyraldehyde), C(#N)[BH3-].[Na+] (sodium cyanoborohydride). Solvent: CO (methanol). Yields the product C(CCC)N(CCCC)CC1=CC=C(C=C1)N\C(\C1=CC=CC=C1)=C\1/C(NC2=CC=C(C=C12)[N+](=O)[O-])=O ((Z)-3-[1-(4-Dibutylaminomethyl-phenylamino)-1-phenyl-methylidene]-5-nitro-2-indolinone). RXN SMILES: Cl.[NH2:2][CH2:3][C:4]1[CH:9]=[CH:8][C:7]([NH:10]/[C:11](=[C:18]2\[C:19](=[O:30])[NH:20][C:21]3[C:26]\2=[CH:25][C:24]([N+:27]([O-:29])=[O:28])=[CH:23][CH:22]=3)/[C:12]2[CH:17]=[CH:16][CH:15]=[CH:14][CH:13]=2)=[CH:6][CH:5]=1.[CH:31](=O)[CH2:32][CH2:33][CH3:34].C([BH3-])#N.[Na+]>CO>[CH2:31]([N:2]([CH2:3][C:4]1[CH:5]=[CH:6][C:7]([NH:10]/[C:11](=[C:18]2\[C:19](=[O:30])[NH:20][C:21]3[C:26]\2=[CH:25][C:24]([N+:27]([O-:29])=[O:28])=[CH:23][CH:22]=3)/[C:12]2[CH:13]=[CH:14][CH:15]=[CH:16][CH:17]=2)=[CH:8][CH:9]=1)[CH2:3][CH2:4][CH2:5][CH3:6])[CH2:32][CH2:33][CH3:34] |f:0.1,3.4|. Procedure: Prepared analogously to Example 159 from (Z)-3-[1-(4-aminomethyl-phenylamino)-1-phenyl-methylidene]-5-nitro-2-indolinone-hydrochloride, butyraldehyde and sodium cyanoborohydride in methanol.